This data is from the Open Reaction Database (ORD), a public repository of structured organic reaction records. The task is: describe an organic reaction: reactants, conditions, products, and yield The reactants are [BH4-], CCO, CCOC(C)=O, CCOC(OCC)OCC, Nc1ccc2ccn3cccc3c(=O)c2c1, [Na+]. Yields the product CNc1ccc2ccn3cccc3c(=O)c2c1. As a reaction SMILES: [BH4-:30].[CH3:27][CH2:28][OH:29].[CH3:32][CH2:33][O:34][C:35](=[O:36])[CH3:37].[CH:17]([O:18][CH2:19][CH3:20])([O:21][CH2:22][CH3:23])[O:24][CH2:25][CH3:26].[NH2:1][c:2]1[cH:3][c:4]2[c:5]([cH:6][cH:7][n:8]3[c:9]([c:10]2=[O:11])[cH:12][cH:13][cH:14]3)[cH:15][cH:16]1.[Na+:31]>>[NH:1]([c:2]1[cH:3][c:4]2[c:5]([cH:6][cH:7][n:8]3[c:9]([c:10]2=[O:11])[cH:12][cH:13][cH:14]3)[cH:15][cH:16]1)[CH3:17]. Starting materials: [N+](=O)([O-])C1=CC=C(OC2=C(C=CC=C2)OC2=CC=C(C=C2)[N+](=O)[O-])C=C1 (1,2-bis(4-nitrophenoxy)benzene), O.NN (hydrazine hydrate). Reagents/catalysts: [Pd] (palladium on charcoal). Solvent: C(C)O (ethanol). Yields the product NC1=CC=C(OC2=C(C=CC=C2)OC2=CC=C(C=C2)N)C=C1 (1,2-bis(4-aminophenoxy)benzene). Isolated yield 77.4%. Reaction SMILES: [N+:1]([C:4]1[CH:26]=[CH:25][C:7]([O:8][C:9]2[CH:14]=[CH:13][CH:12]=[CH:11][C:10]=2[O:15][C:16]2[CH:21]=[CH:20][C:19]([N+:22]([O-])=O)=[CH:18][CH:17]=2)=[CH:6][CH:5]=1)([O-])=O.O.NN>[Pd].C(O)C>[NH2:22][C:19]1[CH:18]=[CH:17][C:16]([O:15][C:10]2[CH:11]=[CH:12][CH:13]=[CH:14][C:9]=2[O:8][C:7]2[CH:25]=[CH:26][C:4]([NH2:1])=[CH:5][CH:6]=2)=[CH:21][CH:20]=1 |f:1.2|. Procedure: In a 3 l round-bottomed flask equipped with a magnetic stirrer bar, reflux condenser and dropping funnel was placed 64.20 g (0.182 mol) of 1,2-bis(4-nitrophenoxy)benzene (SI-319), 700 mL ethanol and 2 g 5% palladium on charcoal. The mixture was brought to boil when 200 mL of hydrazine hydrate was added dropwise during a period of 1.5 hours. The mixture was refluxed for a further 3 hours. The hot mixture was then filtered over a filter agent and left to crystallize. The next day the crystals were... Reactants: C1CCCC1 (Cyclopentane), FC(C(=C(F)F)F)(F)F (hexafluoropropene). Yields the product FC(C(C(F)(F)F)F)(F)C1CCCC1 (1,1,2,3,3,3-Hexafluoropropylcyclopentane). Yield: 71.0%. Reaction SMILES: [CH2:1]1[CH2:5][CH2:4][CH2:3][CH2:2]1.[F:6][C:7]([F:14])([F:13])[C:8]([F:12])=[C:9]([F:11])[F:10]>>[F:10][C:9]([CH:1]1[CH2:5][CH2:4][CH2:3][CH2:2]1)([F:11])[CH:8]([F:12])[C:7]([F:14])([F:13])[F:6]. Procedure: Cyclopentane (65 mmole) and hexafluoropropene (22 mmole) heated at 290° for 2 days gave a 71% yield (based on hexafluoropropene consumed) of analytically and spectroscopically pure 1,1,2,3,3,3-hexafluoropropylcyclopentane: ##STR15## identical with material prepared by an alternative route. The reactants are [N+](=O)([O-])C=1C=C(C=CC1)CN(C1=CC=C(C=C1)S(=O)(=O)[O-])CC1=CC(=CC=C1)[N+](=O)[O-].[Na+] (sodium 4-(bis((3-nitrophenyl)methyl)amino)-benzenesulfonate), Cl (hydrochloric acid). The solvent is C(C)O (ethanol). The product is [N+](=O)([O-])C=1C=C(C=CC1)CN(C1=CC=C(C=C1)S(=O)(=O)O)CC1=CC(=CC=C1)[N+](=O)[O-] (4-(bis((3-nitrophenyl)methyl)amino)benzenesulfonic acid). As a reaction SMILES: [N+:1]([C:4]1[CH:5]=[C:6]([CH2:10][N:11]([CH2:22][C:23]2[CH:28]=[CH:27][CH:26]=[C:25]([N+:29]([O-:31])=[O:30])[CH:24]=2)[C:12]2[CH:17]=[CH:16][C:15]([S:18]([O-:21])(=[O:20])=[O:19])=[CH:14][CH:13]=2)[CH:7]=[CH:8][CH:9]=1)([O-:3])=[O:2].[Na+].Cl>C(O)C>[N+:1]([C:4]1[CH:5]=[C:6]([CH2:10][N:11]([CH2:22][C:23]2[CH:28]=[CH:27][CH:26]=[C:25]([N+:29]([O-:31])=[O:30])[CH:24]=2)[C:12]2[CH:13]=[CH:14][C:15]([S:18]([OH:21])(=[O:19])=[O:20])=[CH:16][CH:17]=2)[CH:7]=[CH:8][CH:9]=1)([O-:3])=[O:2] |f:0.1|. Reported procedure: A mixture of 25.75 grams (g) (0.15 mole) of sulfanilic acid in 450 milliliters (ml) of water, 37 g (0.46 mole) of 50 percent sodium hydroxideand 58.3 g (0.34 mole) of 3-nitrobenzyl chloride was stirred and heated to about 90° C. for 31/2 hours, during which time the reaction mixtureturned from a milky yellow to a reddish brown color. The solution was allowed to cool overnight and the resulting solid isolated by vacuum filtration. The solid was washed thoroughly with diethyl ether to remove exces... Reactants: CS(=O)(=O)c1ccc(C(=CC2CCOCC2)C(=O)O)cc1, CCOC(=O)c1cnc(N)s1. Yields the product CCOC(=O)c1cnc(NC(=O)C(=CC2CCOCC2)c2ccc(S(C)(=O)=O)cc2)s1. As a reaction SMILES: [CH3:12][S:13](=[O:14])(=[O:15])[c:16]1[cH:17][cH:18][c:19]([C:22]([C:23](=[O:24])[OH:25])=[CH:26][CH:27]2[CH2:28][CH2:29][O:30][CH2:31][CH2:32]2)[cH:20][cH:21]1.[NH2:1][c:2]1[s:3][c:4]([C:7](=[O:8])[O:9][CH2:10][CH3:11])[cH:5][n:6]1>>[NH:1]([c:2]1[s:3][c:4]([C:7](=[O:8])[O:9][CH2:10][CH3:11])[cH:5][n:6]1)[C:23]([C:22]([c:19]1[cH:18][cH:17][c:16]([S:13]([CH3:12])(=[O:14])=[O:15])[cH:21][cH:20]1)=[CH:26][CH:27]1[CH2:28][CH2:29][O:30][CH2:31][CH2:32]1)=[O:24]. The reactants are COC=1C=C2C(=NC=NC2=CC1OC)OC1=C(C(=C(N)C=C1)C)C (4-[(6,7-Dimethoxy-4-quinazolinyl)oxy]-2,3-dimethylaniline), ClC(Cl)(OC(OC(Cl)(Cl)Cl)=O)Cl (triphosgene), C([O-])(O)=O.[Na+] (sodium bicarbonate), C1(CCCC1)O (1-cyclopentanol). Solvent: C(C)N(CC)CC (triethylamine), C1(=CC=CC=C1)C (toluene), C(Cl)Cl (methylene chloride). Yields the product COC=1C=C2C(=NC=NC2=CC1OC)OC1=C(C(=C(C=C1)NC(OC1CCCC1)=O)C)C (Cyclopentyl N-{4-[(6,7-dimethoxy-4-quinazolinyl)oxy]-2,3-dimethylphenyl}carbamate). The yield is 64.0%. RXN SMILES: [CH3:1][O:2][C:3]1[CH:4]=[C:5]2[C:10](=[CH:11][C:12]=1[O:13][CH3:14])[N:9]=[CH:8][N:7]=[C:6]2[O:15][C:16]1[CH:22]=[CH:21][C:19]([NH2:20])=[C:18]([CH3:23])[C:17]=1[CH3:24].Cl[C:26](Cl)([O:28][C:29](=[O:35])OC(Cl)(Cl)Cl)Cl.[CH:37]1(O)[CH2:41]C[CH2:39][CH2:38]1.C(=O)(O)[O-].[Na+]>C(Cl)Cl.C(N(CC)CC)C.C1(C)C=CC=CC=1>[CH3:1][O:2][C:3]1[CH:4]=[C:5]2[C:10](=[CH:11][C:12]=1[O:13][CH3:14])[N:9]=[CH:8][N:7]=[C:6]2[O:15][C:16]1[CH:22]=[CH:21][C:19]([NH:20][C:29](=[O:35])[O:28][CH:26]2[CH2:39][CH2:38][CH2:37][CH2:41]2)=[C:18]([CH3:23])[C:17]=1[CH3:24] |f:3.4|. Reported procedure: 4-[(6,7-Dimethoxy-4-quinazolinyl)oxy]-2,3-dimethylaniline (50 mg) was added to toluene (5 ml), and triethylamine (0.5 ml), and the mixture was heated under reflux to prepare a solution. A solution of triphosgene (68 mg) in methylene chloride was then added thereto, and the mixture was heated under reflux for 10 min. Next, 1-cyclopentanol (20 mg) was added thereto, and the mixture was further stirred with heating under reflux for 3 hr. A saturated aqueous sodium bicarbonate solution was added to ...